From a dataset of the Open Reaction Database (ORD), a public repository of structured organic reaction records. describe an organic reaction: reactants, conditions, products, and yield The reactants are CC(=O)OC1c2ccccc2Oc2ccccc21, Cc1ccccc1, NC1CCN(C2CC2)CC1. Product: c1ccc2c(c1)Oc1ccccc1C2NC1CCN(C2CC2)CC1. Reaction SMILES: [C:11]([O:12][CH:15]1[c:16]2[cH:17][cH:18][cH:19][cH:20][c:21]2[O:22][c:23]2[cH:24][cH:25][cH:26][cH:27][c:28]21)(=[O:13])[CH3:14].[CH3:29][c:30]1[cH:31][cH:32][cH:33][cH:34][cH:35]1.[NH2:1][CH:2]1[CH2:3][CH2:4][N:5]([CH:8]2[CH2:9][CH2:10]2)[CH2:6][CH2:7]1>>[NH:1]([CH:2]1[CH2:3][CH2:4][N:5]([CH:8]2[CH2:9][CH2:10]2)[CH2:6][CH2:7]1)[CH:15]1[c:16]2[cH:17][cH:18][cH:19][cH:20][c:21]2[O:22][c:23]2[cH:24][cH:25][cH:26][cH:27][c:28]21.